This data is from the Open Reaction Database (ORD), a public repository of structured organic reaction records. The task is: describe an organic reaction: reactants, conditions, products, and yield Reactants: C(C)OC(=O)C1=CC=C2C(=CC=NC2=C1)C1=C2N(N=C1C1=NC(=CC=C1)C)CCC2 (4-[2-(6-methyl-pyridin-2-yl)-5,6-dihydro-4H-pyrrolo[1,2-b]pyrazol-3-yl]-quinoline-7-carboxylic acid ethyl ester), [OH-].[Li+] (lithium hydroxide). Solvent: CO (methanol). Run at temperature 60 celsius. Yields the product CC1=CC=CC(=N1)C=1C(=C2N(N1)CCC2)C2=CC=NC1=CC(=CC=C21)C(=O)O (4-[2-(6-Methyl-pyridin-2-yl)-5,6-dihydro-4H-pyrrolo[1,2-b]pyrazol-3-yl]-quinoline-7-carboxylic acid). RXN SMILES: C([O:3][C:4]([C:6]1[CH:15]=[C:14]2[C:9]([C:10]([C:16]3[C:20]([C:21]4[CH:26]=[CH:25][CH:24]=[C:23]([CH3:27])[N:22]=4)=[N:19][N:18]4[CH2:28][CH2:29][CH2:30][C:17]=34)=[CH:11][CH:12]=[N:13]2)=[CH:8][CH:7]=1)=[O:5])C.[OH-].[Li+]>CO>[CH3:27][C:23]1[N:22]=[C:21]([C:20]2[C:16]([C:10]3[C:9]4[C:14](=[CH:15][C:6]([C:4]([OH:5])=[O:3])=[CH:7][CH:8]=4)[N:13]=[CH:12][CH:11]=3)=[C:17]3[CH2:30][CH2:29][CH2:28][N:18]3[N:19]=2)[CH:26]=[CH:25][CH:24]=1 |f:1.2|. Reported procedure: To a solution of 4-[2-(6-methyl-pyridin-2-yl)-5,6-dihydro-4H-pyrrolo[1,2-b]pyrazol-3-yl]-quinoline-7-carboxylic acid ethyl ester (250 mg, 0.6 mmol) in methanol (4 mL) at room temperature is added 1 N lithium hydroxide (1.2 mL, 1.2 mmol). The mixture is heated at 60° C. for 4 h. The mixture is cooled to room temperature and concentrated in vacuo. The mixture is diluted with water and acidified to pH 6 with 1 N hydrochloric acid. The aqueous solution is extracted with dichloromethane 5 times. The ... Product: COC(=O)COc1c(C(C)C)cc(-c2c3ccccc3c(Br)c3sc(C)c(C)c23)cc1C(C)C. Reaction SMILES: [Br:1][c:2]1[c:3]2[cH:4][cH:5][cH:6][cH:7][c:8]2[c:9](-[c:17]2[cH:18][c:19]([CH:27]([CH3:28])[CH3:29])[c:20]([OH:26])[c:21]([CH:23]([CH3:24])[CH3:25])[cH:22]2)[c:10]2[c:11]1[s:12][c:13]([CH3:16])[c:14]2[CH3:15].[Br:30][CH2:31][C:32](=[O:33])[O:34][CH3:35].[C:36](=[O:37])([O-:38])[O-:39].[CH3:42][N:43]([CH3:44])[CH:45]=[O:46].[K+:40].[K+:41].[OH2:47]>>[Br:1][c:2]1[c:3]2[cH:4][cH:5][cH:6][cH:7][c:8]2[c:9](-[c:17]2[cH:18][c:19]([CH:27]([CH3:28])[CH3:29])[c:20]([O:26][CH2:31][C:32](=[O:33])[O:34][CH3:35])[c:21]([CH:23]([CH3:24])[CH3:25])[cH:22]2)[c:10]2[c:11]1[s:12][c:13]([CH3:16])[c:14]2[CH3:15]. Reactants: Cc1sc2c(Br)c3ccccc3c(-c3cc(C(C)C)c(O)c(C(C)C)c3)c2c1C, COC(=O)CBr, O=C([O-])[O-], CN(C)C=O, [K+], [K+], O. The reactants are O=C([O-])[O-], CCOC(=O)C(=O)Nc1ncc(C)s1, [K+], [K+], O. Yields the product Cc1cnc(NC(=O)C(=O)O)s1. RXN SMILES: [C:15](=[O:16])([O-:17])[O-:18].[CH3:1][c:2]1[cH:3][n:4][c:5]([NH:7][C:8](=[O:9])[C:10](=[O:11])[O:12][CH2:13][CH3:14])[s:6]1.[K+:19].[K+:20].[OH2:21]>>[CH3:1][c:2]1[cH:3][n:4][c:5]([NH:7][C:8](=[O:9])[C:10](=[O:11])[OH:12])[s:6]1. Reactants: CC(C)C[AlH]CC(C)C, CO, [Cl-], CCOC(=O)C=Cc1ccc(Cl)cc1Cl, [NH4+], C1CCOC1. The product is OCC=Cc1ccc(Cl)cc1Cl. RXN SMILES: [CH3:16][CH:17]([CH2:18][AlH:19][CH2:20][CH:21]([CH3:22])[CH3:23])[CH3:24].[CH3:25][OH:26].[Cl-:27].[Cl:1][c:2]1[c:3]([CH:9]=[CH:10][C:11](=[O:12])[O:13][CH2:14][CH3:15])[cH:4][cH:5][c:6]([Cl:8])[cH:7]1.[NH4+:28].[O:29]1[CH2:30][CH2:31][CH2:32][CH2:33]1>>[Cl:1][c:2]1[c:3]([CH:9]=[CH:10][CH2:11][OH:12])[cH:4][cH:5][c:6]([Cl:8])[cH:7]1. Reactants: [Cl-].BrC1=C2CCN(C(C2=CC=C1)CC(=O)O)C(C[NH3+])=O (2-(5-bromo-1-(carboxymethyl)-3,4-dihydroisoquinolin-2(1H)-yl)-2-oxoethanaminium chloride), BrC1=C2CCN(C(C2=CC=C1)CC(=O)O)C(CNC(=O)OC(C)(C)C)=O (2-(5-bromo-2-(2-((tert-butoxycarbonyl)amino)acetyl)-1,2,3,4-tetrahydroisoquinolin-1-yl)acetic acid). Solvent: O1CCOCC1 (dioxane), Cl (HCl), O1CCOCC1 (dioxane). Reaction conditions: time 24 hour. Product: BrC1=C2CCN3C(C2=CC=C1)=CC(NCC3=O)=O (9-bromo-3,4,7,8-tetrahydro-[1,4]diazepino[7,1-a]isoquinoline-2,5-dione). Reaction SMILES: [Cl-].[Br:2][C:3]1[CH:12]=[CH:11][CH:10]=[C:9]2[C:4]=1[CH2:5][CH2:6][N:7]([C:17](=[O:20])[CH2:18][NH3+:19])[CH:8]2[CH2:13][C:14](O)=[O:15].BrC1C=CC=C2C=1CCN(C(=O)CNC(OC(C)(C)C)=O)C2CC(O)=O>O1CCOCC1.Cl>[Br:2][C:3]1[CH:12]=[CH:11][CH:10]=[C:9]2[C:4]=1[CH2:5][CH2:6][N:7]1[C:17](=[O:20])[CH2:18][NH:19][C:14](=[O:15])[CH:13]=[C:8]12 |f:0.1|. Procedure: 2-(5-bromo-1-(carboxymethyl)-3,4-dihydroisoquinolin-2(1H)-yl)-2-oxoethanaminium chloride. To a stirred solution of 2-(5-bromo-2-(2-((tert-butoxycarbonyl)amino)acetyl)-1,2,3,4-tetrahydroisoquinolin-1-yl)acetic acid (110 g, 257 mmol) in dioxane (1290 mL), 4N HCl in dioxane (644 mL, 2574 mmol) was added and the reaction mixture was stirred at RT for 24 h. The white precipitate was filtered off and the white solid was washed with a small amount of diethyl ether (2×). The HCl salt was dried under hig... Reactants: CS(=O)(=O)NC1=CC2=C(C(C=CO2)=O)C=C1OC1=CC=CC=C1 (7-Methylsulfonylamino-6-phenoxy-4H-1-benzopyran-4-one), CI (methyl iodide), [H-].[Na+] (sodium hydride). The product is CN(S(=O)(=O)C)C1=CC2=C(C(C=CO2)=O)C=C1OC1=CC=CC=C1 (7-(N-methyl-N-methylsulfonylamino)-6-phenoxy-4H-1-benzopyran-4-one). As a reaction SMILES: [CH3:1][S:2]([NH:5][C:6]1[C:16]([O:17][C:18]2[CH:23]=[CH:22][CH:21]=[CH:20][CH:19]=2)=[CH:15][C:9]2[C:10](=[O:14])[CH:11]=[CH:12][O:13][C:8]=2[CH:7]=1)(=[O:4])=[O:3].[CH3:24]I.[H-].[Na+]>>[CH3:24][N:5]([C:6]1[C:16]([O:17][C:18]2[CH:23]=[CH:22][CH:21]=[CH:20][CH:19]=2)=[CH:15][C:9]2[C:10](=[O:14])[CH:11]=[CH:12][O:13][C:8]=2[CH:7]=1)[S:2]([CH3:1])(=[O:3])=[O:4] |f:2.3|. Procedure details: 7-Methylsulfonylamino-6-phenoxy-4H-1-benzopyran-4-one was reacted with methyl iodide in the presence of sodium hydride to obtain 7-(N-methyl-N-methylsulfonylamino)-6-phenoxy-4H-1-benzopyran-4-one. The reactants are CC(C)(O[Si](C)(C)C)c1ccc(Br)cc1, CCC(CC)(c1ccc(OCC2CCC(=O)O2)c(C)c1)c1ccc(B2OC(C)(C)C(C)(C)O2)c(C)c1, CCOC(C)=O, CN(C)C=O, [Na+], [Na+], O=C([O-])[O-]. Product: CCC(CC)(c1ccc(OCC2CCC(=O)O2)c(C)c1)c1ccc(-c2ccc(C(C)(C)O[Si](C)(C)C)cc2)c(C)c1. As a reaction SMILES: [Br:7][c:8]1[cH:9][cH:10][c:11]([C:14]([CH3:15])([O:16][Si:17]([CH3:18])([CH3:19])[CH3:20])[CH3:21])[cH:12][cH:13]1.[CH2:22]([CH3:23])[C:24]([CH2:25][CH3:26])([c:27]1[cH:28][c:29]([CH3:42])[c:30]([B:33]2[O:34][C:35]([CH3:36])([CH3:37])[C:38]([CH3:39])([CH3:40])[O:41]2)[cH:31][cH:32]1)[c:43]1[cH:44][c:45]([CH3:57])[c:46]([O:47][CH2:48][CH:49]2[CH2:50][CH2:51][C:52](=[O:54])[O:53]2)[cH:55][cH:56]1.[CH3:58][CH2:59][O:60][C:61](=[O:62])[CH3:63].[CH3:64][N:65]([CH3:66])[CH:67]=[O:68].[Na+:1].[Na+:2].[O-:3][C:4](=[O:5])[O-:6]>>[c:8]1(-[c:30]2[c:29]([CH3:42])[cH:28][c:27]([C:24]([CH2:22][CH3:23])([CH2:25][CH3:26])[c:43]3[cH:44][c:45]([CH3:57])[c:46]([O:47][CH2:48][CH:49]4[CH2:50][CH2:51][C:52](=[O:54])[O:53]4)[cH:55][cH:56]3)[cH:32][cH:31]2)[cH:9][cH:10][c:11]([C:14]([CH3:15])([O:16][Si:17]([CH3:18])([CH3:19])[CH3:20])[CH3:21])[cH:12][cH:13]1. Starting materials: C([O-])([O-])=O.[K+].[K+] (Potassium carbonate), OC1=C2C(C(OC2=CC=C1)=C(C)C)=O (4-hydroxy-2-isopropylidenecoumaran-3-one), ClCC1=CC=C(C=C1)CCl (1,4-bis-(chloromethyl)benzene). Run in CC(CC)=O (butanone). The product is ClCC1=CC=C(C=C1)COC1=C2C(C(OC2=CC=C1)=C(C)C)=O (4-(4-chloromethyl-phenylmethoxy)-2-isopropylidenecoumaran-3-one). The yield is 19.8%. RXN SMILES: C(=O)([O-])[O-].[K+].[K+].[OH:7][C:8]1[CH:16]=[CH:15][CH:14]=[C:13]2[C:9]=1[C:10](=[O:20])[C:11](=[C:17]([CH3:19])[CH3:18])[O:12]2.[Cl:21][CH2:22][C:23]1[CH:28]=[CH:27][C:26]([CH2:29]Cl)=[CH:25][CH:24]=1>CC(=O)CC>[Cl:21][CH2:22][C:23]1[CH:28]=[CH:27][C:26]([CH2:29][O:7][C:8]2[CH:16]=[CH:15][CH:14]=[C:13]3[C:9]=2[C:10](=[O:20])[C:11](=[C:17]([CH3:18])[CH3:19])[O:12]3)=[CH:25][CH:24]=1 |f:0.1.2|. Reported procedure: 2.8 g Potassium carbonate is added over 3 hours to a mixture of 3.8 g 4-hydroxy-2-isopropylidenecoumaran-3-one, 3.5 g 1,4-bis-(chloromethyl)benzene and 150 ml butanone at 70-75° C. The mixture is refluxed for 16 hours, then filtered, the filtrate evaporated and the residue purified by silica gel chromatography (eluent isohexane/ethyl acetate 3:1) to give 1.3 g of the desired intermediate. Reactants: CC1(C(C(OC1)=O)=O)C (dihydro-4,4-dimethyl-2,3-furandione), O=O (O2), [H][H] (hydrogen). Solvent: C1(=CC=CC=C1)C (toluene). Yields the product OC1C(=O)OCC1(C)C (α-hydroxy-β,β-dimethyl-γ-butyrolactone). RXN SMILES: [CH3:1][C:2]1([CH3:9])[CH2:6][O:5][C:4](=[O:7])[C:3]1=[O:8].O=O.[H][H]>C1(C)C=CC=CC=1>[OH:8][CH:3]1[C:2]([CH3:9])([CH3:1])[CH2:6][O:5][C:4]1=[O:7]. Procedure details: 200 g (1.561 mol) of dihydro-4,4-dimethyl-2,3-furandione (ketopantolactone) and 600 ml of toluene were placed in a 1 liter stirring autoclave. After heating to 40° C. the air was removed from the autoclave by evacuation 5 times with a high vacuum pump (0.05-0.1 bar) and gasification with 10 bar of hydrogen each time. The temperature of the ketopantolactone solution was then adjusted to 35° C., the pressure was lowered to 0.5 bar and immediately 50 ml of the catalyst solution prepared in accordan... Conditions: temperature 40 celsius.